From a dataset of the Open Reaction Database (ORD), a public repository of structured organic reaction records. describe an organic reaction: reactants, conditions, products, and yield Starting materials: C(C)(=O)C=1C(=NC=2N(C1N)N=CC2C=2C=NC(=CC2)C2=CC=CC=C2)CC2CCC(CC2)C(=O)OCC (ethyl 4-((6-acetyl-7-amino-3-(6-phenylpyridin-3-yl)pyrazolo[1,5-a]pyrimidin-5-yl)methyl)cyclohexanecarboxylate), O.NN (hydrazine monohydrate). Solvent: CN1CCCC1=O (NMP). Conditions: time 18 hour. The product is CC1=NNC2=C1C(=NC=1N2N=CC1C=1C=NC(=CC1)C1=CC=CC=C1)CC1CCC(CC1)C(=O)O (4-((3-methyl-6-(6-phenylpyridin-3-yl)-1H-dipyrazolo[1,5-a:4′,3′-e]pyrimidin-4-yl)methyl)cyclohexanecarboxylic acid). As a reaction SMILES: [C:1]([C:4]1[C:5]([CH2:26][CH:27]2[CH2:32][CH2:31][CH:30]([C:33]([O:35]CC)=[O:34])[CH2:29][CH2:28]2)=[N:6][C:7]2[N:8]([N:11]=[CH:12][C:13]=2[C:14]2[CH:15]=[N:16][C:17]([C:20]3[CH:25]=[CH:24][CH:23]=[CH:22][CH:21]=3)=[CH:18][CH:19]=2)[C:9]=1[NH2:10])(=O)[CH3:2].O.[NH2:39]N>CN1C(=O)CCC1>[CH3:2][C:1]1[C:4]2[C:5]([CH2:26][CH:27]3[CH2:28][CH2:29][CH:30]([C:33]([OH:35])=[O:34])[CH2:31][CH2:32]3)=[N:6][C:7]3[N:8]([N:11]=[CH:12][C:13]=3[C:14]3[CH:15]=[N:16][C:17]([C:20]4[CH:21]=[CH:22][CH:23]=[CH:24][CH:25]=4)=[CH:18][CH:19]=3)[C:9]=2[NH:10][N:39]=1 |f:1.2|. Procedure: To a 20 mL scintillation vial was charged ethyl 4-((6-acetyl-7-amino-3-(6-phenylpyridin-3-yl)pyrazolo[1,5-a]pyrimidin-5-yl)methyl)cyclohexanecarboxylate (Int-4o, 72 mg, 0.144 mmol). To this vial was added NMP (2 mL) followed by hydrazine monohydrate (1 mL). The reaction was stirred at room temperature for 18 hours. At 18 hours, the hydrazine monohydrate was removed in vacuo and the crude 4-((7-amino-6-(1-hydrazonoethyl)-3-(6-phenylpyridin-3-yl)pyrazolo[1,5-a]pyrimidin-5-yl)methyl)cyclohexanecarb... Reactants: FC1=CC=C(C2=C1CCN(CC2)C(C(F)(F)F)=O)O (9-fluoro-6-hydroxy-3-(2,2,2-trifluoroacetyl)-2,3,4,5-tetrahydro-1H-benzo[d]azepine), S(=O)(=O)(Cl)Cl (sulfuryl chloride). The reagents and catalysts are C(C)(C)NC(C)C (diisopropylamine). Solvent: C1(=CC=CC=C1)C (toluene), C1(=CC=CC=C1)C (toluene). Conditions: temperature 60 celsius, time 2 hour. The product is ClC1=C(C2=C(CCN(CC2)C(C(F)(F)F)=O)C(=C1)F)O (7-Chloro-9-fluoro-6-hydroxy-3-(2,2,2-trifluoroacetyl)-2,3,4,5-tetrahydro-1H-benzo[d]azepine). Isolated yield 89.1%. RXN SMILES: [F:1][C:2]1[C:7]2[CH2:8][CH2:9][N:10]([C:13](=[O:18])[C:14]([F:17])([F:16])[F:15])[CH2:11][CH2:12][C:6]=2[C:5]([OH:19])=[CH:4][CH:3]=1.S(Cl)([Cl:23])(=O)=O>C1(C)C=CC=CC=1.C(NC(C)C)(C)C>[Cl:23][C:4]1[CH:3]=[C:2]([F:1])[C:7]2[CH2:8][CH2:9][N:10]([C:13](=[O:18])[C:14]([F:16])([F:17])[F:15])[CH2:11][CH2:12][C:6]=2[C:5]=1[OH:19]. Procedure details: Dissolve 9-fluoro-6-hydroxy-3-(2,2,2-trifluoroacetyl)-2,3,4,5-tetrahydro-1H-benzo[d]azepine (1.0 g, 3.6 mmol) in toluene (36 mL) with diisopropylamine (41 μL, 0.29 mmol). Warm to 60° C. and add dropwise a solution of sulfuryl chloride (0.32 mL, 3.97 mmol) in toluene (10 mL). After 2 h, wash the mixture with brine, dry the organic layer over Na2SO4 and evaporate onto silica gel. Purify by chromatography on silica gel eluting with EtOAc/hexane (0:1 to 1:0) to obtain the desired intermediate (1.0 g... Reactants: CCS(=O)(=O)NC(C(=O)O)C(C)C, CN1CCOCC1, CC(C)COC(=O)Cl, Cl, Cl, C1CCOC1, COc1cc(CCN)ccc1O. The product is CCS(=O)(=O)NC(C(=O)NCCc1ccc(O)c(OC)c1)C(C)C. As a reaction SMILES: [CH2:1]([CH3:2])[S:3](=[O:4])(=[O:5])[NH:6][CH:7]([C:8](=[O:9])[OH:10])[CH:11]([CH3:12])[CH3:13].[CH3:14][N:15]1[CH2:16][CH2:17][O:18][CH2:19][CH2:20]1.[Cl:21][C:22]([O:23][CH2:24][CH:25]([CH3:26])[CH3:27])=[O:28].[ClH:29].[ClH:42].[O:43]1[CH2:44][CH2:45][CH2:46][CH2:47]1.[OH:30][c:31]1[c:32]([O:40][CH3:41])[cH:33][c:34]([CH2:37][CH2:38][NH2:39])[cH:35][cH:36]1>>[CH2:1]([CH3:2])[S:3](=[O:4])(=[O:5])[NH:6][CH:7]([C:8](=[O:10])[NH:39][CH2:38][CH2:37][c:34]1[cH:33][c:32]([O:40][CH3:41])[c:31]([OH:30])[cH:36][cH:35]1)[CH:11]([CH3:12])[CH3:13].